From a dataset of the Open Reaction Database (ORD), a public repository of structured organic reaction records. describe an organic reaction: reactants, conditions, products, and yield The reactants are [Br-], COC(=O)C(=Cc1ccccc1Br)c1ccc([N+](=O)[O-])cc1C(=O)O, [K+], C=[N+]=[N-]. The product is COC(=O)C(=Cc1ccccc1Br)c1ccc([N+](=O)[O-])cc1C(=O)OC. As a reaction SMILES: [Br-:29].[Br:1][c:2]1[c:3]([CH:8]=[C:9]([C:10](=[O:11])[O:12][CH3:13])[c:14]2[c:15]([C:23](=[O:24])[OH:25])[cH:16][c:17]([N+:20](=[O:21])[O-:22])[cH:18][cH:19]2)[cH:4][cH:5][cH:6][cH:7]1.[K+:30].[N+:26](=[N-:27])=[CH2:28]>>[Br:1][c:2]1[c:3]([CH:8]=[C:9]([C:10](=[O:11])[O:12][CH3:13])[c:14]2[c:15]([C:23](=[O:24])[O:25][CH3:28])[cH:16][c:17]([N+:20](=[O:21])[O-:22])[cH:18][cH:19]2)[cH:4][cH:5][cH:6][cH:7]1. The reactants are C(#N)C1=CC=C(OC=2C=C(C(=O)O)C=C(C2)OC2=CC=C(C=C2)C#N)C=C1 (3,5-bis-(4-cyano-phenoxy)-benzoic acid), C(C)(C)(C)OC(=O)N1CCNCC1 (piperazine-1-carboxylic acid tert-butyl ester). Product: C(C)OC(=O)N1CCN(CC1)C(C1=CC(=CC(=C1)OC1=CC=C(C=C1)C#N)OC1=CC=C(C=C1)C#N)=O (4-[3,5-Bis-(4-cyano-phenoxy)-benzoyl]-piperazine-1-carboxylic acid ethyl ester). The yield is 79.9%. Reaction SMILES: [C:1]([C:3]1[CH:27]=[CH:26][C:6]([O:7][C:8]2[CH:9]=[C:10]([CH:14]=[C:15]([O:17][C:18]3[CH:23]=[CH:22][C:21]([C:24]#[N:25])=[CH:20][CH:19]=3)[CH:16]=2)[C:11](O)=[O:12])=[CH:5][CH:4]=1)#[N:2].[C:28]([O:32][C:33]([N:35]1[CH2:40][CH2:39][NH:38][CH2:37][CH2:36]1)=[O:34])(C)(C)[CH3:29]>>[CH2:28]([O:32][C:33]([N:35]1[CH2:36][CH2:37][N:38]([C:11](=[O:12])[C:10]2[CH:14]=[C:15]([O:17][C:18]3[CH:19]=[CH:20][C:21]([C:24]#[N:25])=[CH:22][CH:23]=3)[CH:16]=[C:8]([O:7][C:6]3[CH:5]=[CH:4][C:3]([C:1]#[N:2])=[CH:27][CH:26]=3)[CH:9]=2)[CH2:39][CH2:40]1)=[O:34])[CH3:29]. Reported procedure: Following the procedure of Example 5(c) 3,5-bis-(4-cyano-phenoxy)-benzoic acid 0.45 g (1.26 mmol) and piperazine-1-carboxylic acid tert-butyl ester (0.234 g, 1.26 mmol) were used to afford 0.5 g of the required product. 1H NMR (DMSO-d6): δ 1.18 (3H, t), 3.52 (8H, m), 4.15 (2H, q), 7.00 (2H, s), 7.07 (1H, s), 7.28 (2H, d), 7.88 (2H, d). The reactants are C#CCOc1nc(Nc2cc(NCCO)cc(C(=O)OC)c2)ncc1Br, [Na+], C1CCOC1, [OH-]. Product: C#CCOc1nc(Nc2cc(NCCO)cc(C(=O)O)c2)ncc1Br. As a reaction SMILES: [CH3:1][O:2][C:3]([c:4]1[cH:5][c:6]([NH:14][c:15]2[n:16][cH:17][c:18]([Br:25])[c:19]([O:21][CH2:22][C:23]#[CH:24])[n:20]2)[cH:7][c:8]([NH:10][CH2:11][CH2:12][OH:13])[cH:9]1)=[O:26].[Na+:33].[O:27]1[CH2:28][CH2:29][CH2:30][CH2:31]1.[OH-:32]>>[O:2]=[C:3]([c:4]1[cH:5][c:6]([NH:14][c:15]2[n:16][cH:17][c:18]([Br:25])[c:19]([O:21][CH2:22][C:23]#[CH:24])[n:20]2)[cH:7][c:8]([NH:10][CH2:11][CH2:12][OH:13])[cH:9]1)[OH:26]. Starting materials: COC(=O)Oc1cc([N+](=O)[O-])c(C(C)(C)C)cc1Br, OB(O)C1=CCCC1, O=C([O-])[O-], Cc1ccccc1, CCO, [Na+], [Na+], c1ccc(P(c2ccccc2)(c2ccccc2)[Pd](P(c2ccccc2)(c2ccccc2)c2ccccc2)(P(c2ccccc2)(c2ccccc2)c2ccccc2)P(c2ccccc2)(c2ccccc2)c2ccccc2)cc1. Yields the product COC(=O)Oc1cc([N+](=O)[O-])c(C(C)(C)C)cc1C1=CCCC1. As a reaction SMILES: [C:1]([O:2][c:3]1[c:4]([Br:16])[cH:5][c:6]([C:12]([CH3:13])([CH3:14])[CH3:15])[c:7]([N+:9](=[O:10])[O-:11])[cH:8]1)([O:17][CH3:18])=[O:19].[C:20]1([B:25]([OH:26])[OH:27])=[CH:21][CH2:22][CH2:23][CH2:24]1.[C:28](=[O:29])([O-:30])[O-:31].[CH3:114][c:115]1[cH:116][cH:117][cH:118][cH:119][cH:120]1.[CH3:34][CH2:35][OH:36].[Na+:32].[Na+:33].[cH:37]1[cH:38][cH:39][c:40]([P:41]([Pd:42]([P:43]([c:44]2[cH:45][cH:46][cH:47][cH:48][cH:49]2)([c:50]2[cH:51][cH:52][cH:53][cH:54][cH:55]2)[c:56]2[cH:57][cH:58][cH:59][cH:60][cH:61]2)([P:62]([c:63]2[cH:64][cH:65][cH:66][cH:67][cH:68]2)([c:69]2[cH:70][cH:71][cH:72][cH:73][cH:74]2)[c:75]2[cH:76][cH:77][cH:78][cH:79][cH:80]2)[P:81]([c:82]2[cH:83][cH:84][cH:85][cH:86][cH:87]2)([c:88]2[cH:89][cH:90][cH:91][cH:92][cH:93]2)[c:94]2[cH:95][cH:96][cH:97][cH:98][cH:99]2)([c:100]2[cH:101][cH:102][cH:103][cH:104][cH:105]2)[c:106]2[cH:107][cH:108][cH:109][cH:110][cH:111]2)[cH:112][cH:113]1>>[C:1]([O:2][c:3]1[c:4]([C:20]2=[CH:21][CH2:22][CH2:23][CH2:24]2)[cH:5][c:6]([C:12]([CH3:13])([CH3:14])[CH3:15])[c:7]([N+:9](=[O:10])[O-:11])[cH:8]1)([O:17][CH3:18])=[O:19]. The yield is 151.7%. Reaction conditions: time 2.5 hour. Product: BrC1C(N(CCCC1=O)CC1=CC=C(C=C1)OC)=O (3-bromodihydro-1-[(4-methoxyphenyl)methyl]-1H-azepine-2,4(3H,5H)-dione). As a reaction SMILES: [Br:1]N1C(=O)CCC1=O.[CH3:9][O:10][C:11]1[CH:26]=[CH:25][C:14]([CH2:15][N:16]2[CH2:22][CH2:21][CH2:20][C:19](=[O:23])[CH2:18][C:17]2=[O:24])=[CH:13][CH:12]=1.OS([O-])(=O)=O.[Na+].O>C1COCC1>[Br:1][CH:18]1[C:19](=[O:23])[CH2:20][CH2:21][CH2:22][N:16]([CH2:15][C:14]2[CH:13]=[CH:12][C:11]([O:10][CH3:9])=[CH:26][CH:25]=2)[C:17]1=[O:24] |f:2.3.4|. Reactants: BrN1C(CCC1=O)=O (N-Bromosuccinimide), COC1=CC=C(CN2C(CC(CCC2)=O)=O)C=C1 (1-(4-methoxy-benzyl)-azepane-2,4-dione), OS(=O)(=O)[O-].[Na+].O (NaHSO4.H2O). Procedure: N-Bromosuccinimide (2.88 g, 16.17 mmol) was added portionwise to a stirred solution of 1-(4-methoxy-benzyl)-azepane-2,4-dione (4.0 g, 16.17 mmol) and NaHSO4.H2O (0.67 g, 4.85 mmol) in THF anhydrous (80 mL) at 0° C. The reaction mixture was stirred at room temperature for 2.5 hours and the solvent evaporated in vacuo to yield 3-bromodihydro-1-[(4-methoxyphenyl)methyl]-1H-azepine-2,4(3H,5H)-dione (8 g, 91% yield, 60% pure) as a viscous orange oil which was used in the next step without further pur... Solvent: C1CCOC1 (THF). The reactants are CC(C)(C)OC(=O)c1ccc(N2CCC(Oc3ccc(NC(=O)c4nc(-c5ccccc5)oc4C(F)(F)F)cc3)C2)cc1, ClCCl, O=C(O)C(F)(F)F. Yields the product O=C(O)c1ccc(N2CCC(Oc3ccc(NC(=O)c4nc(-c5ccccc5)oc4C(F)(F)F)cc3)C2)cc1. Reaction SMILES: [C:1]([CH3:2])([CH3:3])([CH3:4])[O:5][C:6]([c:7]1[cH:8][cH:9][c:10]([N:13]2[CH2:14][CH:15]([O:18][c:19]3[cH:20][cH:21][c:22]([NH:25][C:26](=[O:27])[c:28]4[n:29][c:30](-[c:37]5[cH:38][cH:39][cH:40][cH:41][cH:42]5)[o:31][c:32]4[C:33]([F:34])([F:35])[F:36])[cH:23][cH:24]3)[CH2:16][CH2:17]2)[cH:11][cH:12]1)=[O:43].[CH2:44]([Cl:45])[Cl:46].[OH:47][C:48]([C:49]([F:50])([F:51])[F:52])=[O:53]>>[O:5]=[C:6]([c:7]1[cH:8][cH:9][c:10]([N:13]2[CH2:14][CH:15]([O:18][c:19]3[cH:20][cH:21][c:22]([NH:25][C:26](=[O:27])[c:28]4[n:29][c:30](-[c:37]5[cH:38][cH:39][cH:40][cH:41][cH:42]5)[o:31][c:32]4[C:33]([F:34])([F:35])[F:36])[cH:23][cH:24]3)[CH2:16][CH2:17]2)[cH:11][cH:12]1)[OH:43].